This data is from the Open Reaction Database (ORD), a public repository of structured organic reaction records. The task is: describe an organic reaction: reactants, conditions, products, and yield Starting materials: 13.3, CSC=1CC(=NC2=C(N1)C=CC=C2)C2=CC=CC=C2 (2-methylthio-4-phenyl-3H-1,5-benzodiazepine), CN1CCNCC1 (1-methylpiperazine), C(C)(=O)O (acetic acid). Solvent: C(Cl)(Cl)Cl (chloroform). The product is CN1CCN(CC1)C1=NC2=C(N=C(C1)C1=CC=CC=C1)C=CC=C2 (4-(4-methyl-1-piperazinyl)-2-phenyl-3H-1,5-benzodiazepine). Reaction SMILES: CS[C:3]1[CH2:4][C:5]([C:14]2[CH:19]=[CH:18][CH:17]=[CH:16][CH:15]=2)=[N:6][C:7]2[CH:13]=[CH:12][CH:11]=[CH:10][C:8]=2[N:9]=1.[CH3:20][N:21]1[CH2:26][CH2:25][NH:24][CH2:23][CH2:22]1.C(O)(=O)C>C(Cl)(Cl)Cl>[CH3:20][N:21]1[CH2:26][CH2:25][N:24]([C:3]2[CH2:4][C:5]([C:14]3[CH:19]=[CH:18][CH:17]=[CH:16][CH:15]=3)=[N:6][C:7]3[CH:13]=[CH:12][CH:11]=[CH:10][C:8]=3[N:9]=2)[CH2:23][CH2:22]1. Reported procedure: A solution of 13.3 parts of 2-methylthio-4-phenyl-3H-1,5-benzodiazepine, 26 parts by volume of 1-methylpiperazine and 1.5 part of glacial acetic acid in 150 parts by volume of chloroform is stirred at reflux temperature overnight. The solvent is then removed under reduced pressure and the residue partititoned between water and benzene. The benzene portion is washed with water and then extracted with 10% acetic acid. The acidic extract is washed with benzene and then made alkaline with concentrat... Starting materials: O=C([O-])[O-], COCCOC, CC1(C)OB(c2cnc(N)c(-c3cc4c(Cl)ccc(F)c4cn3)c2)OC1(C)C, CN1C2CCC1CC(n1cc(I)cn1)C2, [K+], [K+], O, c1ccc(P(c2ccccc2)(c2ccccc2)[Pd](P(c2ccccc2)(c2ccccc2)c2ccccc2)(P(c2ccccc2)(c2ccccc2)c2ccccc2)P(c2ccccc2)(c2ccccc2)c2ccccc2)cc1. Yields the product CN1C2CCC1CC(n1cc(-c3cnc(N)c(-c4cc5c(Cl)ccc(F)c5cn4)c3)cn1)C2. RXN SMILES: [C:44](=[O:45])([O-:46])[O-:47].[CH3:127][O:128][CH2:129][CH2:130][O:131][CH3:132].[Cl:16][c:17]1[c:18]2[cH:19][c:20](-[c:28]3[c:29]([NH2:43])[n:30][cH:31][c:32]([B:34]4[O:35][C:36]([CH3:37])([CH3:38])[C:39]([CH3:40])([CH3:41])[O:42]4)[cH:33]3)[n:21][cH:22][c:23]2[c:24]([F:27])[cH:25][cH:26]1.[I:1][c:2]1[cH:3][n:4][n:5]([CH:7]2[CH2:8][CH:9]3[CH2:10][CH2:11][CH:12]([CH2:13]2)[N:14]3[CH3:15])[cH:6]1.[K+:48].[K+:49].[OH2:133].[cH:50]1[cH:51][cH:52][c:53]([P:54]([Pd:55]([P:56]([c:57]2[cH:58][cH:59][cH:60][cH:61][cH:62]2)([c:63]2[cH:64][cH:65][cH:66][cH:67][cH:68]2)[c:69]2[cH:70][cH:71][cH:72][cH:73][cH:74]2)([P:75]([c:76]2[cH:77][cH:78][cH:79][cH:80][cH:81]2)([c:82]2[cH:83][cH:84][cH:85][cH:86][cH:87]2)[c:88]2[cH:89][cH:90][cH:91][cH:92][cH:93]2)[P:94]([c:95]2[cH:96][cH:97][cH:98][cH:99][cH:100]2)([c:101]2[cH:102][cH:103][cH:104][cH:105][cH:106]2)[c:107]2[cH:108][cH:109][cH:110][cH:111][cH:112]2)([c:113]2[cH:114][cH:115][cH:116][cH:117][cH:118]2)[c:119]2[cH:120][cH:121][cH:122][cH:123][cH:124]2)[cH:125][cH:126]1>>[c:2]1(-[c:32]2[cH:31][n:30][c:29]([NH2:43])[c:28](-[c:20]3[cH:19][c:18]4[c:17]([Cl:16])[cH:26][cH:25][c:24]([F:27])[c:23]4[cH:22][n:21]3)[cH:33]2)[cH:3][n:4][n:5]([CH:7]2[CH2:8][CH:9]3[CH2:10][CH2:11][CH:12]([CH2:13]2)[N:14]3[CH3:15])[cH:6]1. Reactants: CC(=O)O, O=C1CCC(=O)N1I, Cn1c(N)nc(-c2ccccc2)cc1=O. The product is Cn1c(N)nc(-c2ccccc2)c(I)c1=O. RXN SMILES: [CH3:24][C:25](=[O:26])[OH:27].[I:16][N:17]1[C:18](=[O:19])[CH2:20][CH2:21][C:22]1=[O:23].[NH2:1][c:2]1[n:3][c:4](-[c:10]2[cH:11][cH:12][cH:13][cH:14][cH:15]2)[cH:5][c:6](=[O:9])[n:7]1[CH3:8]>>[NH2:1][c:2]1[n:3][c:4](-[c:10]2[cH:11][cH:12][cH:13][cH:14][cH:15]2)[c:5]([I:16])[c:6](=[O:9])[n:7]1[CH3:8]. Starting materials: COC1=C(CCl)C=CC(=C1OC)OC (2,3,4-trimethoxybenzyl chloride), CC(=O)C (acetone), [I-].[Na+] (sodium iodide). Run in CCOCC (ether). Conditions: time 2.75 hour. The product is COC1=C(CI)C=CC(=C1OC)OC (2,3,4-Trimethoxybenzyl iodide). As a reaction SMILES: [CH3:1][O:2][C:3]1[C:10]([O:11][CH3:12])=[C:9]([O:13][CH3:14])[CH:8]=[CH:7][C:4]=1[CH2:5]Cl.CC(C)=O.[I-:19].[Na+]>CCOCC>[CH3:1][O:2][C:3]1[C:10]([O:11][CH3:12])=[C:9]([O:13][CH3:14])[CH:8]=[CH:7][C:4]=1[CH2:5][I:19] |f:2.3|. Reported procedure: 46.64 g (215.2 mmol) of 2,3,4-trimethoxybenzyl chloride in 466 ml of abs. acetone are treated with 156.7 g (4.86 equivalents) of sodium iodide, and this mixture is stirred at RT for 2.75 h while excluding light. The reaction mixture is treated with approximately 3 l of (cold) ether, and the organic phase is washed once with 10 sodium thiophosphate solution and twice with saline (both kinds of solutions being cold). The combined aqueous phases are reextracted with ether. The combined organic phas... Reactants: C[O-], CO, CCO, O=C(Nc1ccc([N+](=O)[O-])cc1Cl)OCCCl, [Na+]. The product is O=C1OCCN1c1ccc([N+](=O)[O-])cc1Cl. RXN SMILES: [CH3:1][O-:2].[CH3:21][OH:22].[CH3:23][CH2:24][OH:25].[Cl:4][c:5]1[c:6]([NH:14][C:15]([O:16][CH2:17][CH2:18][Cl:19])=[O:20])[cH:7][cH:8][c:9]([N+:11](=[O:12])[O-:13])[cH:10]1.[Na+:3]>>[Cl:4][c:5]1[c:6]([N:14]2[C:15](=[O:20])[O:16][CH2:17][CH2:18]2)[cH:7][cH:8][c:9]([N+:11](=[O:12])[O-:13])[cH:10]1. Reactants: CC(C)=CCCC(=O)C=CC1CC2OCCOC2C1CCCCCCC(=O)O, CCO. The product is CC(C)=CCCC(=O)CCC1CC2OCCOC2C1CCCCCCC(=O)O. Reaction SMILES: [CH2:1]1[O:2][CH:3]2[CH:4]([CH2:5][CH2:6][CH2:7][CH2:8][CH2:9][CH2:10][C:11](=[O:12])[OH:13])[CH:14]([CH:19]=[CH:20][C:21]([CH2:22][CH2:23][CH:24]=[C:25]([CH3:26])[CH3:27])=[O:28])[CH2:15][CH:16]2[O:17][CH2:18]1.[CH3:29][CH2:30][OH:31]>>[CH2:1]1[O:2][CH:3]2[CH:4]([CH2:5][CH2:6][CH2:7][CH2:8][CH2:9][CH2:10][C:11](=[O:12])[OH:13])[CH:14]([CH2:19][CH2:20][C:21]([CH2:22][CH2:23][CH:24]=[C:25]([CH3:26])[CH3:27])=[O:28])[CH2:15][CH:16]2[O:17][CH2:18]1. Starting materials: FC(CI)(F)F (1,1,1-Trifluoro-2-iodoethane), ClC=1C=C(C(=O)OC)C=CC1O (methyl 3-chloro-4-hydroxybenzoate), C([O-])([O-])=O.[K+].[K+] (potassium carbonate). Run in CN(C=O)C (N,N-dimethylformamide). Conditions: time 16 hour. Product: ClC=1C=C(C(=O)OC)C=CC1OCC(F)(F)F (Methyl 3-chloro-4-[(2,2,2-trifluoroethyl)oxy]benzoate). Reaction SMILES: [F:1][C:2]([F:6])([F:5])[CH2:3]I.[Cl:7][C:8]1[CH:9]=[C:10]([CH:15]=[CH:16][C:17]=1[OH:18])[C:11]([O:13][CH3:14])=[O:12].C(=O)([O-])[O-].[K+].[K+]>CN(C)C=O>[Cl:7][C:8]1[CH:9]=[C:10]([CH:15]=[CH:16][C:17]=1[O:18][CH2:3][C:2]([F:6])([F:5])[F:1])[C:11]([O:13][CH3:14])=[O:12] |f:2.3.4|. Procedure details: 1,1,1-Trifluoro-2-iodoethane (1.162 ml, 11.80 mmol) was added to methyl 3-chloro-4-hydroxybenzoate (Alfa Aesar; 1.0 g, 5.36 mmol) and anhydrous potassium carbonate (0.889 g, 6.43 mmol) in N,N-dimethylformamide (DMF) (30.0 ml), and the mixture was heated under reflux with stirring under nitrogen for 16 h.